From a dataset of the Open Reaction Database (ORD), a public repository of structured organic reaction records. describe an organic reaction: reactants, conditions, products, and yield RXN SMILES: [Br:1][c:2]1[cH:3][c:4]2[cH:5][n:6][n:7][c:8]([N:12]3[CH2:13][CH2:14][NH:15][CH2:16][CH2:17]3)[c:9]2[cH:10][cH:11]1.[C:40](=[O:41])([O-:42])[O-:43].[CH3:46][O:47][CH2:48][CH2:49][O:50][CH3:51].[CH3:52][CH2:53][OH:54].[CH:18]1([NH:21][C:22]([c:23]2[cH:24][c:25]([B:30]3[O:31][C:32]([CH3:33])([CH3:34])[C:35]([CH3:36])([CH3:37])[O:38]3)[c:26]([CH3:29])[cH:27][cH:28]2)=[O:39])[CH2:19][CH2:20]1.[K+:44].[K+:45].[cH:55]1[cH:56][cH:57][c:58]([P:59]([Pd:60]([P:61]([c:62]2[cH:63][cH:64][cH:65][cH:66][cH:67]2)([c:68]2[cH:69][cH:70][cH:71][cH:72][cH:73]2)[c:74]2[cH:75][cH:76][cH:77][cH:78][cH:79]2)([P:80]([c:81]2[cH:82][cH:83][cH:84][cH:85][cH:86]2)([c:87]2[cH:88][cH:89][cH:90][cH:91][cH:92]2)[c:93]2[cH:94][cH:95][cH:96][cH:97][cH:98]2)[P:99]([c:100]2[cH:101][cH:102][cH:103][cH:104][cH:105]2)([c:106]2[cH:107][cH:108][cH:109][cH:110][cH:111]2)[c:112]2[cH:113][cH:114][cH:115][cH:116][cH:117]2)([c:118]2[cH:119][cH:120][cH:121][cH:122][cH:123]2)[c:124]2[cH:125][cH:126][cH:127][cH:128][cH:129]2)[cH:130][cH:131]1>>[c:2]1(-[c:25]2[cH:24][c:23]([C:22]([NH:21][CH:18]3[CH2:19][CH2:20]3)=[O:39])[cH:28][cH:27][c:26]2[CH3:29])[cH:3][c:4]2[cH:5][n:6][n:7][c:8]([N:12]3[CH2:13][CH2:14][NH:15][CH2:16][CH2:17]3)[c:9]2[cH:10][cH:11]1. The product is Cc1ccc(C(=O)NC2CC2)cc1-c1ccc2c(N3CCNCC3)nncc2c1. Starting materials: Brc1ccc2c(N3CCNCC3)nncc2c1, O=C([O-])[O-], COCCOC, CCO, Cc1ccc(C(=O)NC2CC2)cc1B1OC(C)(C)C(C)(C)O1, [K+], [K+], c1ccc(P(c2ccccc2)(c2ccccc2)[Pd](P(c2ccccc2)(c2ccccc2)c2ccccc2)(P(c2ccccc2)(c2ccccc2)c2ccccc2)P(c2ccccc2)(c2ccccc2)c2ccccc2)cc1. Starting materials: ClC1=CC=C(C=C1)C=1C(N(C(=CC1Cl)C(F)(F)F)C)=O (3-(4-chlorophenyl)-4-chloro-1-methyl-6-trifluoromethyl-2(1H)-pyridone), [F-].[K+] (potassium fluoride), ice water. Solvent: CS(=O)C (dimethylsulfoxide). Conditions: temperature 120 celsius, time 2 hour. Yields the product ClC1=CC=C(C=C1)C=1C(N(C(=CC1F)C(F)(F)F)C)=O (3-(4-chlorophenyl)-4-fluoro-1-methyl-6-trifluoromethyl-2(1H)-pyridone). Isolated yield 45.7%. Reaction SMILES: [Cl:1][C:2]1[CH:7]=[CH:6][C:5]([C:8]2[C:9](=[O:20])[N:10]([CH3:19])[C:11]([C:15]([F:18])([F:17])[F:16])=[CH:12][C:13]=2Cl)=[CH:4][CH:3]=1.[F-:21].[K+]>CS(C)=O>[Cl:1][C:2]1[CH:7]=[CH:6][C:5]([C:8]2[C:9](=[O:20])[N:10]([CH3:19])[C:11]([C:15]([F:18])([F:17])[F:16])=[CH:12][C:13]=2[F:21])=[CH:4][CH:3]=1 |f:1.2|. Reported procedure: To 10 ml of dimethylsulfoxide, 0.33 g (1.09 mmol) of 3-(4-chlorophenyl)-4-chloro-1-methyl-6-trifluoromethyl-2(1H)-pyridone and 0.05 g (0.86 mmol) of potassium fluoride were dissolved, followed by heating and stirring at 120° C. for 2 hours. After completion of the reaction, the reaction solution was poured into ice water and extracted with ethyl acetate. The organic layer was washed with water and a saturated sodium chloride aqueous solution and dried over anhydrous magnesium sulfate. The organi... Procedure: From 6-phenylhexanoic acid 71a and (RS)-5-(4-Benzyloxy-phenyl)-4-tertbutoxycarbonylamino-pent-2-enoic acid ethyl ester 77 (83% yield): 1H nmr (CDCl3) δ 1.26 (t, J=7.2 Hz, 3H), 1.28-1.90 (m, 9H), 2.11 (t, J=7.4 Hz, 2H), 2.29-2.38 (m, 2H), 2.60 (t, J=7.6 Hz, 2H), 2.71-2.77 (m, 2H), 4.12 (q, J=7.1 Hz, 2H), 5.03 (s, 2H), 5.55 (br d, J=8.7 Hz, 1H), 6.91 (d, J=8.6 Hz, 2H), 7.10 (d, J=8.6 Hz, 2H), 7.16-7.44 (m, 10H). 13C nmr (CDCl3) δ 173.8, 172.8, 157.5, 142.4, 136.9, 130.3, 129.9, 128.5, 128.3, 128.2... The reactants are C1(=CC=CC=C1)CCCCCC(=O)O (6-phenylhexanoic acid), C(C)OC(C=CC(CC1=CC=C(C=C1)OCC1=CC=CC=C1)NC(=O)OC(C)(C)C)=O ((RS)-5-(4-Benzyloxy-phenyl)-4-tertbutoxycarbonylamino-pent-2-enoic acid ethyl ester). The product is C(C)OC(CCC(CC1=CC=C(C=C1)OCC1=CC=CC=C1)NC(CCCCCC1=CC=CC=C1)=O)=O ((RS)-5-(4-Benzyloxy-phenyl)-4-(6-phenyl-hexanoylamino)-pentanoic acid ethyl ester). RXN SMILES: [C:1]1([CH2:7][CH2:8][CH2:9][CH2:10][CH2:11][C:12]([OH:14])=O)[CH:6]=[CH:5][CH:4]=[CH:3][CH:2]=1.[CH2:15]([O:17][C:18](=[O:45])[CH:19]=[CH:20][CH:21]([NH:37]C(OC(C)(C)C)=O)[CH2:22][C:23]1[CH:28]=[CH:27][C:26]([O:29][CH2:30][C:31]2[CH:36]=[CH:35][CH:34]=[CH:33][CH:32]=2)=[CH:25][CH:24]=1)[CH3:16]>>[CH2:15]([O:17][C:18](=[O:45])[CH2:19][CH2:20][CH:21]([NH:37][C:12](=[O:14])[CH2:11][CH2:10][CH2:9][CH2:8][CH2:7][C:1]1[CH:2]=[CH:3][CH:4]=[CH:5][CH:6]=1)[CH2:22][C:23]1[CH:28]=[CH:27][C:26]([O:29][CH2:30][C:31]2[CH:36]=[CH:35][CH:34]=[CH:33][CH:32]=2)=[CH:25][CH:24]=1)[CH3:16].